This data is from the Open Reaction Database (ORD), a public repository of structured organic reaction records. The task is: describe an organic reaction: reactants, conditions, products, and yield Starting materials: FC1=C(C(=CC(=C1)F)[N+](=O)[O-])O (2,4-difluoro-6-nitrophenol), O (water), C(Cl)C1CO1 (epichlorohydrin), [OH-].[Na+] (sodium hydroxide). Solvent: C(C)O (ethanol). Conditions: temperature 80 celsius, time 24 hour. Yields the product FC1=C(OCC2CO2)C(=CC(=C1)F)[N+](=O)[O-] (1-(2,4-Difluoro-6-nitrophenoxy)-2,3-epoxypropane). As a reaction SMILES: [F:1][C:2]1[CH:7]=[C:6]([F:8])[CH:5]=[C:4]([N+:9]([O-:11])=[O:10])[C:3]=1[OH:12].[CH2:13]([CH:15]1[O:17][CH2:16]1)Cl.[OH-].[Na+].O>C(O)C>[F:1][C:2]1[CH:7]=[C:6]([F:8])[CH:5]=[C:4]([N+:9]([O-:11])=[O:10])[C:3]=1[O:12][CH2:13][CH:15]1[O:17][CH2:16]1 |f:2.3|. Procedure: A mixture consisting of 12.62 g of 2,4-difluoro-6-nitrophenol, 36 ml of epichlorohydrin, 3.3 g of sodium hydroxide, 15 ml of water and 320 ml of ethanol was stirred at 80° C. for 24 hours. After cooling the reaction solution to room temperature, the insoluble matter was removed by filtration and the filtrate was concentrated to dryness under a reduced pressure. The resulting residue was dissolved in an ether-hexane (1:2) mixed solvent, washed with water and saturated brine and dried with anhydro... Reactants: COC1=CC=C(C=C1)C1=NN(C2=C(C=CC=C12)C1=CC=CC=C1)CCC (3-(4-methoxyphenyl)-7-phenyl-1-propyl-1H-indazole), B(Br)(Br)Br (BBr3). Solvent: C(Cl)Cl (CH2Cl2). Run at time 15 minute. Product: C1(=CC=CC=C1)C=1C=CC=C2C(=NN(C12)CCC)C1=CC=C(C=C1)O (4-(7-phenyl-1-propyl-1H-indazol-3-yl)phenol). The yield is 41.3%. As a reaction SMILES: C[O:2][C:3]1[CH:8]=[CH:7][C:6]([C:9]2[C:17]3[C:12](=[C:13]([C:18]4[CH:23]=[CH:22][CH:21]=[CH:20][CH:19]=4)[CH:14]=[CH:15][CH:16]=3)[N:11]([CH2:24][CH2:25][CH3:26])[N:10]=2)=[CH:5][CH:4]=1.B(Br)(Br)Br>C(Cl)Cl>[C:18]1([C:13]2[CH:14]=[CH:15][CH:16]=[C:17]3[C:12]=2[N:11]([CH2:24][CH2:25][CH3:26])[N:10]=[C:9]3[C:6]2[CH:5]=[CH:4][C:3]([OH:2])=[CH:8][CH:7]=2)[CH:19]=[CH:20][CH:21]=[CH:22][CH:23]=1. Procedure: To a solution of 3-(4-methoxyphenyl)-7-phenyl-1-propyl-1H-indazole (0.375 g, 1.09 mmol) in CH2Cl2 (15 mL) was added BBr3 (0.207 mL, 2.19 mmol) at −78° C. The solution was stirred for 15 minutes and allowed to stand overnight in the refrigerator. The reaction was quenched with NH4OH (20 mL) and extracted with CH2Cl2. The organic layer was washed with water and dried (MgSO4). The reaction was purified by flash chromatography (5/1 hexane/ethyl acetate) to give the title compound as a white solid (0... Reactants: C1(CC1)C=1N(N=C2C(=CC(=CC12)C(F)(F)F)COCC1(CCN(CC1)C(=O)OC(C)(C)C)C1=CC=CC=C1)COCC[Si](C)(C)C (tert-Butyl 4-(((3-cyclopropyl-5-(trifluoromethyl)-2-((2-(trimethylsilyl)ethoxy)methyl)-2H-indazol-7-yl)methoxy)methyl)-4-phenylpiperidine-1-carboxylate), FC(C(=O)O)(F)F.C(Cl)Cl (trifluoroacetic acid methylene chloride). Yields the product C1(CC1)C1=NNC2=C(C=C(C=C12)C(F)(F)F)COCC1(CCNCC1)C1=CC=CC=C1 (3-Cyclopropyl-7-(((4-phenylpiperidin-4-yl)methoxy)methyl)-5-(trifluoromethyl)-1H-indazole). RXN SMILES: [CH:1]1([C:4]2[N:5](COCC[Si](C)(C)C)[N:6]=[C:7]3[C:12]=2[CH:11]=[C:10]([C:13]([F:16])([F:15])[F:14])[CH:9]=[C:8]3[CH2:17][O:18][CH2:19][C:20]2([C:33]3[CH:38]=[CH:37][CH:36]=[CH:35][CH:34]=3)[CH2:25][CH2:24][N:23](C(OC(C)(C)C)=O)[CH2:22][CH2:21]2)[CH2:3][CH2:2]1.FC(F)(F)C(O)=O.C(Cl)Cl>>[CH:1]1([C:4]2[C:12]3[C:7](=[C:8]([CH2:17][O:18][CH2:19][C:20]4([C:33]5[CH:38]=[CH:37][CH:36]=[CH:35][CH:34]=5)[CH2:21][CH2:22][NH:23][CH2:24][CH2:25]4)[CH:9]=[C:10]([C:13]([F:15])([F:14])[F:16])[CH:11]=3)[NH:6][N:5]=2)[CH2:3][CH2:2]1 |f:1.2|. Procedure: tert-Butyl 4-(((3-cyclopropyl-5-(trifluoromethyl)-2-((2-(trimethylsilyl)ethoxy)methyl)-2H-indazol-7-yl)methoxy)methyl)-4-phenylpiperidine-1-carboxylate (18 mg, 0.03 mmol) was treated with a trifluoroacetic acid/methylene chloride mixture (1:1, 2 mL) for 4 h. The solvent was removed in vacuo and the resulting crude mixture passed through a strong cation exchange column. After washing the column with several volumes of methanol, the product was eluted by washing the column with 2 M ammonia in meth... Reactants: FC1=C(N=C(N(C1=O)C)CC(=O)[O-])N1CCOCC1.[Na+] (sodium (5-fluoro-1-methyl-4-morpholin-4-yl-6-oxo-1,6-dihydropyrimidin-2-yl)acetate), CC1NC2=CC=C(C(=C2C1)F)F ((+)-2-methyl-4,5-difluoro-2,3-dihydro-1H-indole). Yields the product eluent 98/02, FC=1C(N(C(=NC1N1CCOCC1)CC(=O)N1C(CC2=C(C(=CC=C12)F)F)C)C)=O (5-fluoro-2-[2-((−)-4,5-difluoro-2-methyl-2,3-dihydroindol-1-yl)-2-oxoethyl]-3-methyl-6-morpholin-4-yl-3H-pyrimidin-4-one). Isolated yield 46.9%. As a reaction SMILES: [F:1][C:2]1[C:7](=[O:8])[N:6]([CH3:9])[C:5]([CH2:10][C:11]([O-:13])=O)=[N:4][C:3]=1[N:14]1[CH2:19][CH2:18][O:17][CH2:16][CH2:15]1.[Na+].[CH3:21][CH:22]1[CH2:30][C:29]2[C:24](=[CH:25][CH:26]=[C:27]([F:32])[C:28]=2[F:31])[NH:23]1>>[F:1][C:2]1[C:7](=[O:8])[N:6]([CH3:9])[C:5]([CH2:10][C:11]([N:23]2[C:24]3[C:29](=[C:28]([F:31])[C:27]([F:32])=[CH:26][CH:25]=3)[CH2:30][CH:22]2[CH3:21])=[O:13])=[N:4][C:3]=1[N:14]1[CH2:19][CH2:18][O:17][CH2:16][CH2:15]1 |f:0.1|. Reported procedure: The product is prepared by following the procedure described in example 1a (step 5a) using 80 mg of sodium (5-fluoro-1-methyl-4-morpholin-4-yl-6-oxo-1,6-dihydropyrimidin-2-yl)acetate obtained in step 2a of example 8a and 51 mg of (+)-2-methyl-4,5-difluoro-2,3-dihydro-1H-indole (reference example 2a). After silica column purification: eluent 98/02 dichloromethane/methanol, 54 mg of 5-fluoro-2-[2-((−)-4,5-difluoro-2-methyl-2,3-dihydroindol-1-yl)-2-oxoethyl]-3-methyl-6-morpholin-4-yl-3H-pyrimidin-4...